This data is from the Open Reaction Database (ORD), a public repository of structured organic reaction records. The task is: describe an organic reaction: reactants, conditions, products, and yield Starting materials: Cl.C(C1=CC=CC=C1)(=O)N(N)C1=CC=CC=C1 (1-Benzoyl-1-phenylhydrazine hydrochloride), C1COC2(CCC(CC2)CO)O1 (4-hydroxymethylcyclohexanone ethylene ketal). The solvent is C(C)O (ethyl alcohol). Yields the product C(C1=CC=CC=C1)(=O)N1C2=CC=CC=C2C=2CC(CCC12)CO (9-Benzoyl-3-hydroxymethyl-1,2,3,4-tetrahydrocarbazole). Reaction SMILES: Cl.[C:2]([N:10]([C:12]1[CH:17]=[CH:16][CH:15]=[CH:14][CH:13]=1)N)(=[O:9])[C:3]1[CH:8]=[CH:7][CH:6]=[CH:5][CH:4]=1.C1O[C:21]2([CH2:26][CH2:25][CH:24]([CH2:27][OH:28])[CH2:23][CH2:22]2)OC1>C(O)C>[C:2]([N:10]1[C:21]2[CH2:26][CH2:25][CH:24]([CH2:27][OH:28])[CH2:23][C:22]=2[C:17]2[C:12]1=[CH:13][CH:14]=[CH:15][CH:16]=2)(=[O:9])[C:3]1[CH:8]=[CH:7][CH:6]=[CH:5][CH:4]=1 |f:0.1|. Reported procedure: 1-Benzoyl-1-phenylhydrazine hydrochloride (23.8 g.) and 18 g. of 4-hydroxymethylcyclohexanone ethylene ketal in 450 ml. of absolute ethyl alcohol was heated under reflux for four hours. The chilled mixture was filtered, the filtrate was evaporated to dryness under reduced pressure and the resulting residue was dissolved in ether. The ether solution was washed with water, dilute hydrochloric acid, water, dilute sodium bicarbonate, and water, dried and evaporated to dryness to give, after recrysta...